From a dataset of the Open Reaction Database (ORD), a public repository of structured organic reaction records. describe an organic reaction: reactants, conditions, products, and yield The reactants are [Cl-].[Al+3].[Cl-].[Cl-] (aluminum chloride), C1(=CC=CC=C1)C(C1=CC=CC=C1)OC(=O)C1=C(CS[C@H]2N1C([C@H]2NC(CC=2N=C(SC2)NC(=O)OC(C)(C)C)=O)=O)SC(SC=2N=NNC2)C(C2=CC=CC=C2)(C2=CC=CC=C2)C2=CC=CC=C2 (7β-[2-(2-t-butoxycarbonylaminothiazol -4-yl)acetamido]-3-(trityl-1,2,3-triazol-4-ylthiomethylthio) -3-cephem-4-carboxylic acid diphenylmethyl ester), Cl (hydrochloric acid). Run in C1(=CC=CC=C1)OC (anisole), O (water), C1(=CC=CC=C1)OC (anisole), [N+](=O)([O-])C (nitromethane). Conditions: time 50 minute. Yields the product NC=1SC=C(N1)CC(=O)N[C@H]1[C@@H]2N(C(=C(CS2)SCSC=2N=NNC2)C(=O)O)C1=O (7β-[2- (2-aminothiazol-4yl)acetamido]-3-(1,2,3-triazol-4-ylthiomethylthio)-3-cephem -4-carboxylic acid). Yield: 59.1%. RXN SMILES: C1(C([O:14][C:15]([C:17]2[N:22]3[C:23](=[O:42])[C@@H:24]([NH:25][C:26](=[O:41])[CH2:27][C:28]4[N:29]=[C:30]([NH:33]C(OC(C)(C)C)=O)[S:31][CH:32]=4)[C@H:21]3[S:20][CH2:19][C:18]=2[S:43][CH:44](C(C2C=CC=CC=2)(C2C=CC=CC=2)C2C=CC=CC=2)[S:45][C:46]2[N:47]=[N:48][NH:49][CH:50]=2)=[O:16])C2C=CC=CC=2)C=CC=CC=1.[Cl-].[Al+3].[Cl-].[Cl-].Cl>C1(OC)C=CC=CC=1.[N+](C)([O-])=O.O>[NH2:33][C:30]1[S:31][CH:32]=[C:28]([CH2:27][C:26]([NH:25][C@@H:24]2[C:23](=[O:42])[N:22]3[C:17]([C:15]([OH:16])=[O:14])=[C:18]([S:43][CH2:44][S:45][C:46]4[N:47]=[N:48][NH:49][CH:50]=4)[CH2:19][S:20][C@H:21]23)=[O:41])[N:29]=1 |f:1.2.3.4|. Reported procedure: To a solution of 7β-[2-(2-t-butoxycarbonylaminothiazol -4-yl)acetamido]-3-(trityl-1,2,3-triazol-4-ylthiomethylthio) -3-cephem-4-carboxylic acid diphenylmethyl ester (779 mg : 0.784 mMol.) in a mixture of anisole (3 ml) and nitromethane (12 ml) at -40° C. is added a solution of aluminum chloride (0.83 g : 6.24 mMol.) in anisole (3 ml), and the mixture is stirred at -30° to -40° C. for 50 minutes. The reaction mixture is mixed with 1N-hydrochloric acid (6.3 ml), diluted with water, washed with eth... Starting materials: ClC1=CC=C(C(=O)C2=CC=C(C=C2)Cl)C=C1 (4,4'-dichlorobenzophenone), ClP(OCC)(OCC)=O (diethyl chlorophosphonate), C(C)(C)NC(C)C (diisopropylamine), C(CCC)[Li] (n-butyl lithium). The solvent is CCCCCC (hexane), O1CCCC1 (tetrahydrofurane), C(C)(C)(C)N=CC (acetaldehyde N-tert-butylimine). Yields the product ClC1=CC=C(C=C1)C(=CC=O)C1=CC=C(C=C1)Cl (3,3-bis(4-chlorophenyl)-2-propenal). Reaction SMILES: [Cl:1][C:2]1[CH:16]=[CH:15][C:5]([C:6]([C:8]2[CH:13]=[CH:12][C:11]([Cl:14])=[CH:10][CH:9]=2)=O)=[CH:4][CH:3]=1.C(NC(C)C)(C)C.C([Li])CCC.ClP(=O)(OCC)[O:31][CH2:32][CH3:33]>CCCCCC.C(N=CC)(C)(C)C.O1CCCC1>[Cl:1][C:2]1[CH:16]=[CH:15][C:5]([C:6]([C:8]2[CH:13]=[CH:12][C:11]([Cl:14])=[CH:10][CH:9]=2)=[CH:33][CH:32]=[O:31])=[CH:4][CH:3]=1. Procedure: The compound was prepared according to the procedure described in Example 84. The following reagents were used: 4,4'-dichlorobenzophenone (25.1 g), diisopropylamine (32.2 mL), 1.6M n-butyl lithium in hexane (144 mL), acetaldehyde N-tert-butylimine (14.75 mL), diethyl chlorophosphonate (16.6 mL) and tetrahydrofurane (200 mL). The usual work up furnished 23.8 g of essentially pure 3,3-bis(4-chlorophenyl)-2-propenal as an orange oil. Reactants: COC(=O)c1ccc(Br)n1C, O=C([O-])[O-], COCCOC, ClCCl, [Na+], [Na+], O, OB(O)c1ccccc1, c1ccc(P(c2ccccc2)(c2ccccc2)[Pd](P(c2ccccc2)(c2ccccc2)c2ccccc2)(P(c2ccccc2)(c2ccccc2)c2ccccc2)P(c2ccccc2)(c2ccccc2)c2ccccc2)cc1. The product is COC(=O)c1ccc(-c2ccccc2)n1C. As a reaction SMILES: [Br:1][c:2]1[cH:3][cH:4][c:5]([C:8](=[O:9])[O:10][CH3:11])[n:6]1[CH3:7].[C:21](=[O:22])([O-:23])[O-:24].[CH3:30][O:31][CH2:32][CH2:33][O:34][CH3:35].[Cl:27][CH2:28][Cl:29].[Na+:25].[Na+:26].[OH2:36].[OH:12][B:13]([OH:14])[c:15]1[cH:16][cH:17][cH:18][cH:19][cH:20]1.[cH:37]1[cH:38][cH:39][c:40]([P:41]([Pd:42]([P:43]([c:44]2[cH:45][cH:46][cH:47][cH:48][cH:49]2)([c:50]2[cH:51][cH:52][cH:53][cH:54][cH:55]2)[c:56]2[cH:57][cH:58][cH:59][cH:60][cH:61]2)([P:62]([c:63]2[cH:64][cH:65][cH:66][cH:67][cH:68]2)([c:69]2[cH:70][cH:71][cH:72][cH:73][cH:74]2)[c:75]2[cH:76][cH:77][cH:78][cH:79][cH:80]2)[P:81]([c:82]2[cH:83][cH:84][cH:85][cH:86][cH:87]2)([c:88]2[cH:89][cH:90][cH:91][cH:92][cH:93]2)[c:94]2[cH:95][cH:96][cH:97][cH:98][cH:99]2)([c:100]2[cH:101][cH:102][cH:103][cH:104][cH:105]2)[c:106]2[cH:107][cH:108][cH:109][cH:110][cH:111]2)[cH:112][cH:113]1>>[c:2]1(-[c:15]2[cH:16][cH:17][cH:18][cH:19][cH:20]2)[cH:3][cH:4][c:5]([C:8](=[O:9])[O:10][CH3:11])[n:6]1[CH3:7]. The reactants are CC1(CC2=C(C(=CO2)C(=O)O)C(C1)=O)C (6,6-dimethyl-4-oxo4,5,6,7-tetrahydro-benzofuran-3-carboxylic acid), CC1(CC(=O)CC(=O)C1)C (dimedone), FC1=C(N)C=CC(=C1)OC (2-fluoro-4-methoxyaniline). The product is FC1=C(C=CC(=C1)OC)NC(=O)C1=COC2=C1C(CC(C2)(C)C)=O (6,6-Dimethyl-4-oxo-4,5,6,7-tetrahydro-benzofuran-3-carboxylic acid (2-fluoro-4-methoxy-phenyl)-amide). Reaction SMILES: [CH3:1][C:2]1([CH3:15])[CH2:13][C:12](=[O:14])[C:5]2[C:6]([C:9]([OH:11])=O)=[CH:7][O:8][C:4]=2[CH2:3]1.CC1(C)CC(=O)CC(=O)C1.[F:26][C:27]1[CH:33]=[C:32]([O:34][CH3:35])[CH:31]=[CH:30][C:28]=1[NH2:29]>>[F:26][C:27]1[CH:33]=[C:32]([O:34][CH3:35])[CH:31]=[CH:30][C:28]=1[NH:29][C:9]([C:6]1[C:5]2[C:12](=[O:14])[CH2:13][C:2]([CH3:1])([CH3:15])[CH2:3][C:4]=2[O:8][CH:7]=1)=[O:11]. Procedure: Starting with (6,6-dimethyl-4-oxo4,5,6,7-tetrahydro-benzofuran-3-carboxylic acid), prepared from dimedone by Procedure A, and 2-fluoro-4-methoxyaniline, General Procedure B provided the title compound as a white solid: Reactants: Mg, ClCC1=CC=C(C=C1)C (α-chloro-p-xylene), Mg, II (I2). The solvent is O1CCCC1 (THF), O1CCCC1 (tetrahydrofuran). Conditions: time 3 hour. Yields the product C1(=CC=C(C=C1)CCC1=CC=C(C=C1)C)C (1,2-di-p-tolylethane). The yield is 92.4%. As a reaction SMILES: II.Cl[CH2:4][C:5]1[CH:10]=[CH:9][C:8]([CH3:11])=[CH:7][CH:6]=1>O1CCCC1>[C:8]1([CH3:11])[CH:9]=[CH:10][C:5]([CH2:4][CH2:11][C:8]2[CH:9]=[CH:10][C:5]([CH3:4])=[CH:6][CH:7]=2)=[CH:6][CH:7]=1. Procedure: 200 ml of anhydrous tetrahydrofuran (THF), 3.35 g (0.138 mol) of Mg turnings and a crystal of I2 were placed in a 500-ml three-necked round-bottomed flask equipped with a 100-ml dropping funnel, thermometer and reflux condenser. Then a solution of 35.15 g (0.25 mol) of α-chloro-p-xylene in 50 ml of anhydrous THF was added drop by drop. Heating was required to start the reaction, then self-heating was observed. After 3 hours, all of the Mg had dissolved. The reaction mixture was kept under reflux... Reactants: BrCc1ccccc1, CCCS, CN(C)C=O, COc1ccc2c(C=O)c(OC)ccc2c1, [H-], [K+], [K+], [Na+], O=C([O-])[O-]. Product: COc1ccc2c(C=O)c(OCc3ccccc3)ccc2c1. RXN SMILES: [Br:29][CH2:30][c:31]1[cH:32][cH:33][cH:34][cH:35][cH:36]1.[CH2:1]([SH:2])[CH2:3][CH3:4].[CH3:37][N:38]([CH3:39])[CH:40]=[O:41].[CH3:7][O:8][c:9]1[c:10]([CH:21]=[O:22])[c:11]2[cH:12][cH:13][c:14]([O:19][CH3:20])[cH:15][c:16]2[cH:17][cH:18]1.[H-:5].[K+:23].[K+:24].[Na+:6].[O-:25][C:26]([O-:27])=[O:28]>>[CH2:7]([O:8][c:9]1[c:10]([CH:21]=[O:22])[c:11]2[cH:12][cH:13][c:14]([O:19][CH3:20])[cH:15][c:16]2[cH:17][cH:18]1)[c:31]1[cH:32][cH:33][cH:34][cH:35][cH:36]1.